This data is from the Open Reaction Database (ORD), a public repository of structured organic reaction records. The task is: describe an organic reaction: reactants, conditions, products, and yield The reactants are C1CCOC1, CCCCCC(CO)c1ccc2c(c1)C(C)(C)CCC2(C)C, CCOC(=O)N=NC(=O)OCC, COC(=O)c1ccc(O)cc1, c1ccc(P(c2ccccc2)c2ccccc2)cc1. The product is CCCCCC(COc1ccc(C(=O)OC)cc1)c1ccc2c(c1)C(C)(C)CCC2(C)C. Reaction SMILES: [CH2:65]1[O:66][CH2:67][CH2:68][CH2:69]1.[CH3:1][C:2]1([CH3:22])[c:3]2[cH:4][cH:5][c:6]([CH:14]([CH2:15][OH:16])[CH2:17][CH2:18][CH2:19][CH2:20][CH3:21])[cH:7][c:8]2[C:9]([CH3:12])([CH3:13])[CH2:10][CH2:11]1.[O:53]=[C:54]([O:55][CH2:56][CH3:57])[N:58]=[N:59][C:60]([O:61][CH2:62][CH3:63])=[O:64].[OH:42][c:43]1[cH:44][cH:45][c:46]([C:47](=[O:48])[O:49][CH3:50])[cH:51][cH:52]1.[c:23]1([P:24]([c:25]2[cH:26][cH:27][cH:28][cH:29][cH:30]2)[c:31]2[cH:32][cH:33][cH:34][cH:35][cH:36]2)[cH:37][cH:38][cH:39][cH:40][cH:41]1>>[CH3:1][C:2]1([CH3:22])[c:3]2[cH:4][cH:5][c:6]([CH:14]([CH2:15][O:16][c:43]3[cH:44][cH:45][c:46]([C:47](=[O:48])[O:49][CH3:50])[cH:51][cH:52]3)[CH2:17][CH2:18][CH2:19][CH2:20][CH3:21])[cH:7][c:8]2[C:9]([CH3:12])([CH3:13])[CH2:10][CH2:11]1. Starting materials: Br, O=C1CC(C(=O)O)N(C(=O)OCc2ccccc2)C1, CC#N, CC(=O)O. Product: Br, O=C1CNC(C(=O)O)C1. Reaction SMILES: [BrH:20].[C:1]([O:2][CH2:3][c:4]1[cH:5][cH:6][cH:7][cH:8][cH:9]1)(=[O:10])[N:11]1[CH:12]([C:13](=[O:14])[OH:15])[CH2:16][C:17](=[O:19])[CH2:18]1.[CH3:21][C:22]#[N:23].[CH3:24][C:25](=[O:26])[OH:27]>>[BrH:20].[NH:11]1[CH:12]([C:13](=[O:14])[OH:15])[CH2:16][C:17](=[O:19])[CH2:18]1. Reactants: COC(CC1=CC=C(C=C1)C(C)(C)C)=O (4-tert-butylphenyl acetic acid methyl ester), [OH-].[Na+] (sodium hydroxide). Solvent: O1CCCC1 (tetrahydrofuran), CO (methanol). Conditions: time 3 hour. The product is C(C)(C)(C)C1=CC=C(C=C1)CC(=O)O ((4-tert-butylphenyl)acetic acid). The yield is 100.0%. Reaction SMILES: C[O:2][C:3](=[O:15])[CH2:4][C:5]1[CH:10]=[CH:9][C:8]([C:11]([CH3:14])([CH3:13])[CH3:12])=[CH:7][CH:6]=1.[OH-].[Na+]>O1CCCC1.CO>[C:11]([C:8]1[CH:9]=[CH:10][C:5]([CH2:4][C:3]([OH:15])=[O:2])=[CH:6][CH:7]=1)([CH3:14])([CH3:12])[CH3:13] |f:1.2|. Procedure details: To a solution of 4-tert-butylphenyl acetic acid methyl ester (10.0 g, 48.5 mmol) in a mixture of tetrahydrofuran (50 mL) and methanol (50 mL) was added 6 mol/L aqueous sodium hydroxide solution (16.2 mL, 97.0 mmol), and the mixture was stirred at room temperature for 3 hr. The mixture was concentrated under reduced pressure and 6 mol/L hydrochloric acid was added thereto while cooling in ice, to adjust the pH to 4 to 5. A precipitated solid was collected by filtration to afford (4-tert-butylphen...